This data is from the Open Reaction Database (ORD), a public repository of structured organic reaction records. The task is: describe an organic reaction: reactants, conditions, products, and yield Reactants: C(C1=CC=CC=C1)OC1=CC(=C(C[C@H]2C(N(CC2)C2C=3C=NNC3CCC2)=O)C(=C1)Cl)Cl ((R)-3-(4-benzyloxy-2,6-dichloro-benzyl)-1-(4,5,6,7-tetrahydro-1H-indazol-4-yl)-pyrrolidin-2-one). Reagents/catalysts: [OH-].[OH-].[Pd+2] (palladium hydroxide on carbon). The solvent is C(C)O (ethanol). Reaction conditions: time 3 hour. Product: ClC1=C(C[C@H]2C(N(CC2)C2C=3C=NNC3CCC2)=O)C(=CC(=C1)O)Cl ((R)-3-(2,6-Dichloro-4-hydroxy-benzyl)-1-(4,5,6,7-tetrahydro-1H-indazol-4-yl)-pyrrolidin-2-one). Yield: 87.2%. As a reaction SMILES: C([O:8][C:9]1[CH:30]=[C:29]([Cl:31])[C:12]([CH2:13][C@@H:14]2[CH2:18][CH2:17][N:16]([CH:19]3[CH2:27][CH2:26][CH2:25][C:24]4[NH:23][N:22]=[CH:21][C:20]3=4)[C:15]2=[O:28])=[C:11]([Cl:32])[CH:10]=1)C1C=CC=CC=1>C(O)C.[OH-].[OH-].[Pd+2]>[Cl:31][C:29]1[CH:30]=[C:9]([OH:8])[CH:10]=[C:11]([Cl:32])[C:12]=1[CH2:13][C@@H:14]1[CH2:18][CH2:17][N:16]([CH:19]2[CH2:27][CH2:26][CH2:25][C:24]3[NH:23][N:22]=[CH:21][C:20]2=3)[C:15]1=[O:28] |f:2.3.4|. Procedure details: To a solution of (R)-3-(4-benzyloxy-2,6-dichloro-benzyl)-1-(4,5,6,7-tetrahydro-1H-indazol-4-yl)-pyrrolidin-2-one (1.32 g) in ethanol (50 mL), add palladium hydroxide on carbon (10%, 0.65 g). Stir the mixture under hydrogenation (50 psi) at room temperature for 3 hours. Filter the mixture through celite. Remove the solvent in vacuo to afford 0.93 g of the title compound. MS (m/z): 380 (M+). Reactants: C1(CCCCC1)CCC[C@H](CC(=O)OC(C)(C)C)C1=NC(=NO1)COS(=O)(=O)C1=CC=C(C=C1)C (tert-butyl(3R)-6-cyclohexyl-3-[3-({[(4-methylphenyl)sulfonyl]oxy}methyl)-1,2,4-oxadiazol-5-yl]hexanoate), CN(CCNC)C (N,N,N′-trimethylethylenediamine). Yields the product C1(CCCCC1)CCC[C@H](CC(=O)OC(C)(C)C)C1=NC(=NO1)CN(C)CCN(C)C (tert-butyl(3R)-6-cyclohexyl-3-(3-{[[2-(dimethylamino)ethyl](methyl)amino]methyl}-1,2,4-oxadiazol-5-yl)hexanoate). Yield: 55.8%. Reaction SMILES: [CH:1]1([CH2:7][CH2:8][CH2:9][C@@H:10]([C:19]2[O:23][N:22]=[C:21]([CH2:24]OS(C3C=CC(C)=CC=3)(=O)=O)[N:20]=2)[CH2:11][C:12]([O:14][C:15]([CH3:18])([CH3:17])[CH3:16])=[O:13])[CH2:6][CH2:5][CH2:4][CH2:3][CH2:2]1.[CH3:36][N:37]([CH3:42])[CH2:38][CH2:39][NH:40][CH3:41]>>[CH:1]1([CH2:7][CH2:8][CH2:9][C@@H:10]([C:19]2[O:23][N:22]=[C:21]([CH2:24][N:40]([CH2:39][CH2:38][N:37]([CH3:42])[CH3:36])[CH3:41])[N:20]=2)[CH2:11][C:12]([O:14][C:15]([CH3:17])([CH3:18])[CH3:16])=[O:13])[CH2:2][CH2:3][CH2:4][CH2:5][CH2:6]1. Procedure: Method as for preparation 5 using tert-butyl(3R)-6-cyclohexyl-3-[3-({[(4-methylphenyl)sulfonyl]oxy}methyl)-1,2,4-oxadiazol-5-yl]hexanoate (preparation 177) (500 mg, 0.99 mmol) and N,N,N′-trimethylethylenediamine (200 mg, 1.98 mmol) as starting materials to afford the title compound as a colourless oil (241 mg). Reactants: ClC1=NN=C2N1C=C(C=C2)F (3-Chloro-6-fluoro-[1,2,4]triazolo[4,3-a]pyridine), CNCCN(C)C (N,N′,N′-trimethylethane-1,2-diamine), N (NH3). Run in CO (MeOH), CN1CCCC1=O (NMP), C(Cl)Cl (DCM). Run at temperature 170 celsius. The product is FC=1C=CC=2N(C1)C(=NN2)N(CCN(C)C)C (N-(6-Fluoro-[1,2,4]triazolo[4,3-a]pyridin-3-yl)-N,N′,N′-trimethyl-ethane-1,2-diamine). Yield: 46.0%. Reaction SMILES: Cl[C:2]1[N:6]2[CH:7]=[C:8]([F:11])[CH:9]=[CH:10][C:5]2=[N:4][N:3]=1.[CH3:12][NH:13][CH2:14][CH2:15][N:16]([CH3:18])[CH3:17].N>CN1C(=O)CCC1.CO.C(Cl)Cl>[F:11][C:8]1[CH:9]=[CH:10][C:5]2[N:6]([C:2]([N:13]([CH3:12])[CH2:14][CH2:15][N:16]([CH3:18])[CH3:17])=[N:3][N:4]=2)[CH:7]=1. Procedure details: A mixture of Intermediate 24b (300 mg, 1.74 mmol) and N,N′,N′-trimethylethane-1,2-diamine (900 mg, 8.77 mmol) in NMP (2 mL) was heated in the microwave at 170° C. for 2 h. The reaction mixture was applied to an SCX-2 cartridge (25 g) and washed with MeOH. The product was eluted with 2M NH3 in MeOH; concentration in vacuo gave a residue. FCC, using 0-10% [2M NH3 in MeOH] in DCM, gave the title compound as a brown oil (190 mg, 46%). LCMS (Method 4): Rt 0.38 min, m/z 238 [MH+]. Reactants: [OH-].[Na+] (sodium hydroxide), OC1=CC=C2C(CC(OC2=C1)(C)C)=O (7-hydroxy-2,2-dimethyl-4-chromanone), BrCOC (bromomethyl-methyl-ether). Reagents/catalysts: [Cl-].C(C)[N+](CC1=CC=CC=C1)(CC)CC (triethyl benzyl ammonium chloride). Run in ClCCl (dichloro methane). Conditions: temperature 20 celsius, time 30 minute. Product: COCOC1=CC=C2C(CC(OC2=C1)(C)C)=O (7-methoxymethoxy-2,2-dimethyl-4-chromanone). Yield: 88.9%. RXN SMILES: [OH-].[Na+].[OH:3][C:4]1[CH:13]=[C:12]2[C:7]([C:8](=[O:16])[CH2:9][C:10]([CH3:15])([CH3:14])[O:11]2)=[CH:6][CH:5]=1.Br[CH2:18][O:19][CH3:20]>[Cl-].C([N+](CC)(CC)CC1C=CC=CC=1)C.ClCCl>[CH3:18][O:19][CH2:20][O:3][C:4]1[CH:13]=[C:12]2[C:7]([C:8](=[O:16])[CH2:9][C:10]([CH3:14])([CH3:15])[O:11]2)=[CH:6][CH:5]=1 |f:0.1,4.5|. Reported procedure: A mixture of 20 ml of 10% sodium hydroxide solution, 50 ml of dichloro methane, 0.5 g (2 millimoles) of triethyl benzyl ammonium chloride and 0.9 g (10 millimoles) of 7-hydroxy-2,2-dimethyl-4-chromanone is intensively stirred at 20° C. for 30 minutes. To the mixture 3.1 g (2 ml, 25 millimoles) of bromomethyl-methyl-ether are added. The reaction mixture is stirred for a further 30 minutes, the organic phase is separated, washed twice with 50 ml. of water each, dried and the solvent is removed. Th...